describe an organic reaction: reactants, conditions, products, and yield From a dataset of the Open Reaction Database (ORD), a public repository of structured organic reaction records. Reactants: C(C(=O)Cl)(=O)Cl (Oxalyl chloride), BrC=1C=CC(=C(C(=O)O)C1)I (5-Bromo-2-iodo-benzoic acid), CCO (EtOH). Solvent: C(Cl)Cl (CH2Cl2). Conditions: temperature 40 celsius, time 30 minute. The product is C(C)OC(C1=C(C=CC(=C1)Br)I)=O (5-bromo-2-iodo-benzoic acid ethyl ester). Isolated yield 50.1%. RXN SMILES: [Br:1][C:2]1[CH:3]=[CH:4][C:5]([I:11])=[C:6]([CH:10]=1)[C:7]([OH:9])=[O:8].[C:12](Cl)(=O)[C:13](Cl)=O.CCO>C(Cl)Cl>[CH2:12]([O:8][C:7](=[O:9])[C:6]1[CH:10]=[C:2]([Br:1])[CH:3]=[CH:4][C:5]=1[I:11])[CH3:13]. Procedure: 5-Bromo-2-iodo-benzoic acid (25.0 g, 76.47 mol) was dissolved in CH2Cl2 (75 ml) at room temperature. Oxalyl chloride (14.5 ml, 152.94 mmol) was added and the mixture was stirred at 40° C. for 30 minutes. The mixture was allowed to cool to room temperature and EtOH (6.69 ml, 114.71 mmol) was added. The mixture was concentrated under reduced pressure to give 27.2 g (quantitative) of 5-bromo-2-iodo-benzoic acid ethyl ester as a yellow crystalline solid. The product is COC(=O)NCc1cc(C#CC(C)(C)C)ccc1Cl. The reactants are COC(=O)NCc1cc(Br)ccc1Cl, C1CCNCC1, Cc1ccccc1, C#CC(C)(C)C, [Cl-], [Cu]I, [Na+], c1ccc(P(c2ccccc2)(c2ccccc2)[Pd](P(c2ccccc2)(c2ccccc2)c2ccccc2)(P(c2ccccc2)(c2ccccc2)c2ccccc2)P(c2ccccc2)(c2ccccc2)c2ccccc2)cc1. Reaction SMILES: [Br:1][c:2]1[cH:3][cH:4][c:5]([Cl:14])[c:6]([CH2:7][NH:8][C:9]([O:10][CH3:11])=[O:12])[cH:13]1.[CH2:15]1[CH2:16][CH2:17][NH:18][CH2:19][CH2:20]1.[CH3:108][c:109]1[cH:110][cH:111][cH:112][cH:113][cH:114]1.[CH3:21][C:22]([C:23]#[CH:24])([CH3:25])[CH3:26].[Cl-:28].[Cu:106][I:107].[Na+:27].[cH:29]1[cH:30][cH:31][c:32]([P:33]([Pd:34]([P:35]([c:36]2[cH:37][cH:38][cH:39][cH:40][cH:41]2)([c:42]2[cH:43][cH:44][cH:45][cH:46][cH:47]2)[c:48]2[cH:49][cH:50][cH:51][cH:52][cH:53]2)([P:54]([c:55]2[cH:56][cH:57][cH:58][cH:59][cH:60]2)([c:61]2[cH:62][cH:63][cH:64][cH:65][cH:66]2)[c:67]2[cH:68][cH:69][cH:70][cH:71][cH:72]2)[P:73]([c:74]2[cH:75][cH:76][cH:77][cH:78][cH:79]2)([c:80]2[cH:81][cH:82][cH:83][cH:84][cH:85]2)[c:86]2[cH:87][cH:88][cH:89][cH:90][cH:91]2)([c:92]2[cH:93][cH:94][cH:95][cH:96][cH:97]2)[c:98]2[cH:99][cH:100][cH:101][cH:102][cH:103]2)[cH:104][cH:105]1>>[c:2]1([C:24]#[C:23][C:22]([CH3:21])([CH3:25])[CH3:26])[cH:3][cH:4][c:5]([Cl:14])[c:6]([CH2:7][NH:8][C:9]([O:10][CH3:11])=[O:12])[cH:13]1. Reactants: O=C([O-])[O-], ClCc1ccccc1Cl, O=C(O)C(F)(F)F, O=C(O)C(F)(F)F, [K+], [K+], Nc1nc(N)c2nc(CN3CCNCC3)nnc2n1, CN(C)C=O. Product: Nc1nc(N)c2nc(CN3CCN(Cc4ccccc4Cl)CC3)nnc2n1. Reaction SMILES: [C:36](=[O:37])([O-:38])[O-:39].[Cl:27][c:28]1[c:29]([CH2:30][Cl:31])[cH:32][cH:33][cH:34][cH:35]1.[F:20][C:21]([F:22])([F:23])[C:24]([OH:25])=[O:26].[F:42][C:43]([F:44])([F:45])[C:46]([OH:47])=[O:48].[K+:40].[K+:41].[N:1]1([CH2:7][c:8]2[n:9][n:10][c:11]3[c:12]([n:13]2)[c:14]([NH2:19])[n:15][c:16]([NH2:18])[n:17]3)[CH2:2][CH2:3][NH:4][CH2:5][CH2:6]1.[O:49]=[CH:50][N:51]([CH3:52])[CH3:53]>>[N:1]1([CH2:7][c:8]2[n:9][n:10][c:11]3[c:12]([n:13]2)[c:14]([NH2:19])[n:15][c:16]([NH2:18])[n:17]3)[CH2:2][CH2:3][N:4]([CH2:30][c:29]2[c:28]([Cl:27])[cH:35][cH:34][cH:33][cH:32]2)[CH2:5][CH2:6]1. Starting materials: CC1(OB(OC1(C)C)C1=CC=C(C(=O)O)C=C1)C (4-(4,4,5,5-tetramethyl-1,3,2-dioxaborolan-2-yl)benzoic acid), N,N-dimethylpyridine, CO (methanol). The product is CC1(OB(OC1(C)C)C1=CC=C(C(=O)OC)C=C1)C (Methyl 4-(4,4,5,5-tetramethyl-1,3,2-dioxaborolan-2-yl)benzoate). Yield: 83.0%. As a reaction SMILES: [CH3:1][C:2]1([CH3:18])[C:6]([CH3:8])([CH3:7])[O:5][B:4]([C:9]2[CH:17]=[CH:16][C:12]([C:13]([OH:15])=[O:14])=[CH:11][CH:10]=2)[O:3]1.[CH3:19]O>>[CH3:8][C:6]1([CH3:7])[C:2]([CH3:18])([CH3:1])[O:3][B:4]([C:9]2[CH:17]=[CH:16][C:12]([C:13]([O:15][CH3:19])=[O:14])=[CH:11][CH:10]=2)[O:5]1. Reported procedure: 50 g (200 mmol) of 4-(4,4,5,5-tetramethyl-1,3,2-dioxaborolan-2-yl)benzoic acid and 1,22 g (10 mmol) of N,N-dimethylpyridine are dissolved in 200 ml of methanol and refluxed for 5 hours. Removal of 150 ml of methanol by distillation gives 43.4 g (165 mmol, 83%) of product. Reactants: C[C@@H]1NCCC1 ((S)-2-methylpyrrolidine), BrC1=NN2C(C=C(C=C2)NC(=O)C2=C(C=NN2C)C=2SC=C(N2)C(F)F)=N1 (N-(2-bromo-[1,2,4]triazolo[1,5-a]pyridin-7-yl)-4-(4-(difluoromethyl)thiazol-2-yl)-1-methyl-1H-pyrazole-5-carboxamide). The solvent is C(C)(=O)OCC (ethyl acetate). Reaction conditions: temperature 150 celsius. Product: FC(C=1N=C(SC1)C=1C=NN(C1C(=O)NC1=CC=2N(C=C1)N=C(N2)N2[C@H](CCC2)C)C)F ((S)-4-(4-(difluoromethyl)thiazol-2-yl)-1-methyl-N-(2-(2-methylpyrrolidin-1-yl)-[1,2,4]triazolo[1,5-a]pyridin-7-yl)-1H-pyrazole-5-carboxamide). As a reaction SMILES: [CH3:1][C@H:2]1[CH2:6][CH2:5][CH2:4][NH:3]1.Br[C:8]1[N:33]=[C:11]2[CH:12]=[C:13]([NH:16][C:17]([C:19]3[N:23]([CH3:24])[N:22]=[CH:21][C:20]=3[C:25]3[S:26][CH:27]=[C:28]([CH:30]([F:32])[F:31])[N:29]=3)=[O:18])[CH:14]=[CH:15][N:10]2[N:9]=1>C(OCC)(=O)C>[F:32][CH:30]([F:31])[C:28]1[N:29]=[C:25]([C:20]2[CH:21]=[N:22][N:23]([CH3:24])[C:19]=2[C:17]([NH:16][C:13]2[CH:14]=[CH:15][N:10]3[N:9]=[C:8]([N:3]4[CH2:4][CH2:5][CH2:6][C@@H:2]4[CH3:1])[N:33]=[C:11]3[CH:12]=2)=[O:18])[S:26][CH:27]=1. Procedure details: An (S)-2-methylpyrrolidine (0.5 ml) solution of the N-(2-bromo-[1,2,4]triazolo[1,5-a]pyridin-7-yl)-4-(4-(difluoromethyl)thiazol-2-yl)-1-methyl-1H-pyrazole-5-carboxamide (30 mg) synthesized in (Example 3.15) <Step 6> was stirred under microwave heating at 150° C. for 1 hour. Thereafter, ethyl acetate (20 ml) was added to the reaction solution, and the mixed solution was successively washed with water (15 ml) twice and with a saturated saline (10 ml) once, and was then dried over anhydrous sodium ... The reactants are ClC1=NN2C(C(=CC=C2)C2=C(C=C(C=C2)C(F)F)OC)=N1 (2-chloro-8-(4-difluoromethyl-2-methoxy-phenyl)-[1,2,4]-triazolo[1,5-a]pyridine), C(C)(C)(C)OC(=O)N1CCC(CC1)C1=CC=C(C=C1)N (4-(4-amino-phenyl)-piperidine-1-carboxylic acid tert-butyl ester), 311b. Yields the product C(C)(C)(C)OC(=O)N1CCC(CC1)C1=CC=C(C=C1)NC1=NN2C(C(=CC=C2)C2=C(C=C(C=C2)C(F)F)OC)=N1 (4-{4-[8-(4-Difluoromethyl-2-methoxy-phenyl)-[1,2,4]-triazolo[1,5-a]pyridin-2-ylamino]-phenyl}-piperidine-1-carboxylic acid tert-butyl ester), product. The yield is 72.0%. RXN SMILES: Cl[C:2]1[N:21]=[C:5]2[C:6]([C:10]3[CH:15]=[CH:14][C:13]([CH:16]([F:18])[F:17])=[CH:12][C:11]=3[O:19][CH3:20])=[CH:7][CH:8]=[CH:9][N:4]2[N:3]=1.[C:22]([O:26][C:27]([N:29]1[CH2:34][CH2:33][CH:32]([C:35]2[CH:40]=[CH:39][C:38]([NH2:41])=[CH:37][CH:36]=2)[CH2:31][CH2:30]1)=[O:28])([CH3:25])([CH3:24])[CH3:23]>>[C:22]([O:26][C:27]([N:29]1[CH2:34][CH2:33][CH:32]([C:35]2[CH:40]=[CH:39][C:38]([NH:41][C:2]3[N:21]=[C:5]4[C:6]([C:10]5[CH:15]=[CH:14][C:13]([CH:16]([F:18])[F:17])=[CH:12][C:11]=5[O:19][CH3:20])=[CH:7][CH:8]=[CH:9][N:4]4[N:3]=3)=[CH:37][CH:36]=2)[CH2:31][CH2:30]1)=[O:28])([CH3:25])([CH3:23])[CH3:24]. Reported procedure: 4-{4-[8-(4-Difluoromethyl-2-methoxy-phenyl)-[1,2,4]-triazolo[1,5-a]pyridin-2-ylamino]-phenyl}-piperidine-1-carboxylic acid tert-butyl ester was prepared from 2-chloro-8-(4-difluoromethyl-2-methoxy-phenyl)-[1,2,4]-triazolo[1,5-a]pyridine (0.150 g, 0.484 mmol) and 4-(4-amino-phenyl)-piperidine-1-carboxylic acid tert-butyl ester (0.161 g, 0.581 mmol) in a manner analogous to Example 311a and 311b to give product (0.191 g, 72%). MP=95-100° C. 1H NMR (400 MHz, (D3C)2SO, δ, ppm): 9.57 (s, 1H), 8.78 (d... Reactants: COC=1C=CC=2C[C@@H]3C4=C[C@H](C(=C[C@@]4(C2C1O)CCN3C)OC)C (3,6-Dimethoxy-7β,17-dimethyl-4-hydroxy-5,6,8,14-tetradehydromorphinane), [NH4+].[OH-] (NH4OH). Solvent: C(C)(=O)O (acetic acid). The product is CC=1C(C[C@]23C=4C(=C(C=CC4C[C@H]([C@@H]2C1)N(CC3)C)OC)O)=O (7,8-Didehydro-7,17-dimethyl-4-hydroxy-3-methoxymorphinan-6-one). As a reaction SMILES: [CH3:1][O:2][C:3]1[CH:4]=[CH:5][C:6]2[CH2:7][C@H:8]3[N:20]([CH3:21])[CH2:19][CH2:18][C@@:14]4([C:15]=2[C:16]=1[OH:17])[C:9]3=[CH:10][C@@H:11]([CH3:24])[C:12]([O:22]C)=[CH:13]4.[NH4+].[OH-]>C(O)(=O)C>[CH3:24][C:11]1[C:12](=[O:22])[CH2:13][C@@:14]23[CH2:18][CH2:19][N:20]([CH3:21])[C@@H:8]([C@@H:9]2[CH:10]=1)[CH2:7][C:6]1[CH:5]=[CH:4][C:3]([O:2][CH3:1])=[C:16]([OH:17])[C:15]3=1 |f:1.2|. Procedure: The foam containing (2) was heated at 95° with 90% aqueous acetic acid (500 ml) for 30 minutes. The mixture was cooled in ice and then poured into concentrated NH4OH (1 liter). This basic solution was extracted with three portions of chloroform, the organic extracts backwashed twice with dilute NH4OH, and the organic phase dried and evaporated to a thick syrup. The syrup was fractionated by filtration through a settled slurry of Silica Gel G (400 g), packed in a large sintered glass Buchner funn... Reported procedure: Combine methyl 2-fluoro-4-bromobenzoate (1.25 g, 5.36 mmol), phenylboronic acid (1.30 g, 10.72 mmol) and CsF (2.02 g, 13.40 mmol) in dimethylformamide (25 mL) and water (3.0 mL) with stirring. Place the hetereogeneous reaction mixture open to the air in an oil bath maintained at 80° C. After 5 minutes of heating, add Pd(OAc)2 (120 mg, 0.536 mmol) in one portion and stir until reaction turns black. Cool reaction to room temperature, dilute with ethyl acetate and filter through a short plug of cel... Reactants: FC1=C(C(=O)OC)C=CC(=C1)Br (methyl 2-fluoro-4-bromobenzoate), C1(=CC=CC=C1)B(O)O (phenylboronic acid), [F-].[Cs+] (CsF). RXN SMILES: [F:1][C:2]1[CH:11]=[C:10](Br)[CH:9]=[CH:8][C:3]=1[C:4]([O:6][CH3:7])=[O:5].[C:13]1(B(O)O)[CH:18]=[CH:17][CH:16]=[CH:15][CH:14]=1.[F-].[Cs+]>CN(C)C=O.O.C(OCC)(=O)C.CC([O-])=O.CC([O-])=O.[Pd+2]>[CH3:7][O:6][C:4]([C:3]1[CH:8]=[CH:9][C:10]([C:13]2[CH:18]=[CH:17][CH:16]=[CH:15][CH:14]=2)=[CH:11][C:2]=1[F:1])=[O:5] |f:2.3,7.8.9|. The reagents and catalysts are CC(=O)[O-].CC(=O)[O-].[Pd+2] (Pd(OAc)2). Solvent: CN(C=O)C (dimethylformamide), O (water), C(C)(=O)OCC (ethyl acetate). Reaction conditions: temperature 80 celsius. Product: COC(=O)C1=C(C=C(C=C1)C1=CC=CC=C1)F (3-fluorobiphenyl-4-carboxylic acid methyl ester). Starting materials: COC(=O)c1cccc(CNC(=O)C2NC(CC(C)(C)C)C(C#N)(c3ccc(Cl)cc3F)C2c2cccc(Cl)c2F)c1, CO, [Na+], [OH-]. The product is CC(C)(C)CC1NC(C(=O)NCc2cccc(C(=O)O)c2)C(c2cccc(Cl)c2F)C1(C#N)c1ccc(Cl)cc1F. Reaction SMILES: [CH3:1][O:2][C:3]([c:4]1[cH:5][c:6]([CH2:10][NH:11][C:12](=[O:13])[CH:14]2[NH:15][CH:16]([CH2:37][C:38]([CH3:39])([CH3:40])[CH3:41])[C:17]([C:27]#[N:28])([c:29]3[c:30]([F:36])[cH:31][c:32]([Cl:35])[cH:33][cH:34]3)[CH:18]2[c:19]2[c:20]([F:26])[c:21]([Cl:25])[cH:22][cH:23][cH:24]2)[cH:7][cH:8][cH:9]1)=[O:42].[CH3:45][OH:46].[Na+:44].[OH-:43]>>[O:2]=[C:3]([c:4]1[cH:5][c:6]([CH2:10][NH:11][C:12](=[O:13])[CH:14]2[NH:15][CH:16]([CH2:37][C:38]([CH3:39])([CH3:40])[CH3:41])[C:17]([C:27]#[N:28])([c:29]3[c:30]([F:36])[cH:31][c:32]([Cl:35])[cH:33][cH:34]3)[CH:18]2[c:19]2[c:20]([F:26])[c:21]([Cl:25])[cH:22][cH:23][cH:24]2)[cH:7][cH:8][cH:9]1)[OH:42]. Reactants: Cc1c(-c2ccnc(F)n2)c(C)n2c1C(=O)NCC2, Nc1ccc(-c2nnn[nH]2)cc1. The product is Cc1c(-c2ccnc(Nc3ccc(-c4nnn[nH]4)cc3)n2)c(C)n2c1C(=O)NCC2. RXN SMILES: [F:1][c:2]1[n:3][cH:4][cH:5][c:6](-[c:8]2[c:9]([CH3:19])[c:10]3[n:11]([c:17]2[CH3:18])[CH2:12][CH2:13][NH:14][C:15]3=[O:16])[n:7]1.[nH:20]1[n:21][n:22][n:23][c:24]1-[c:25]1[cH:26][cH:27][c:28]([NH2:31])[cH:29][cH:30]1>>[c:2]1([NH:31][c:28]2[cH:27][cH:26][c:25](-[c:24]3[n:20][n:21][n:22][nH:23]3)[cH:30][cH:29]2)[n:3][cH:4][cH:5][c:6](-[c:8]2[c:9]([CH3:19])[c:10]3[n:11]([c:17]2[CH3:18])[CH2:12][CH2:13][NH:14][C:15]3=[O:16])[n:7]1.